Dataset: the Open Reaction Database (ORD), a public repository of structured organic reaction records. Task: describe an organic reaction: reactants, conditions, products, and yield Reactants: ClC1=CC2=C(NC3=C(C=CC(=C23)C2=CC(=CC=C2)S(=O)(=O)CC)O)N=C1 (3-chloro-5-(3-(ethylsulfonyl)phenyl)-9H-pyrido[2,3-b]indol-8-ol), C(C)S(=O)(=O)C=1C=C(C=CC1)C1=C2C3=C(NC2=C(C=C1)OCCCN(C)C)N=CC(=C3)C (3-(5-(3-(ethylsulfonyl)phenyl)-3-methyl-9H-pyrido[2,3-b]indol-8-yloxy)-N,N-dimethylpropan-1-amine). The product is ClC1=CC2=C(NC3=C(C=CC(=C23)C2=CC(=CC=C2)S(=O)(=O)CC)OCCN(C)C)N=C1 (2-(3-chloro-5-(3-(ethylsulfonyl)phenyl)-9H-pyrido[2,3-b]indol-8-yloxy)-N,N-dimethylethanamine). As a reaction SMILES: [Cl:1][C:2]1[CH:26]=[N:25][C:5]2[NH:6][C:7]3[C:12]([C:4]=2[CH:3]=1)=[C:11]([C:13]1[CH:18]=[CH:17][CH:16]=[C:15]([S:19]([CH2:22][CH3:23])(=[O:21])=[O:20])[CH:14]=1)[CH:10]=[CH:9][C:8]=3[OH:24].C(S(C1C=C(C2C=CC(OC[CH2:49][CH2:50][N:51]([CH3:53])[CH3:52])=C3C=2C2C=C(C)C=NC=2N3)C=CC=1)(=O)=O)C>>[Cl:1][C:2]1[CH:26]=[N:25][C:5]2[NH:6][C:7]3[C:12]([C:4]=2[CH:3]=1)=[C:11]([C:13]1[CH:18]=[CH:17][CH:16]=[C:15]([S:19]([CH2:22][CH3:23])(=[O:21])=[O:20])[CH:14]=1)[CH:10]=[CH:9][C:8]=3[O:24][CH2:49][CH2:50][N:51]([CH3:53])[CH3:52]. Reported procedure: The title compound was prepared from Compound 218 by using an analogous procedure to that outlined in the preparation of Compound 205. 1H NMR (400 MHz, Methanol-d4) δ 8.40 (s, 1 H) 8.14 (m, 1 H) 8.10 (m, 1 H) 8.00 (m, 1 H) 7.89 (t, J=8.0 Hz, 1 H) 7.69 (s, 1 H) 7.28 (d, J=8.08 Hz, 1 H) 7.20 (d, J=8.08 Hz, 1 H) 4.68 (t, J=5.0 Hz, 2 H) 3.80 (t, J=5.0 Hz, 2 H) 3.43 (q, J=7.32 Hz, 2 H) 3.13 (s, 6 H) 1.33 (t, J=7.32 Hz, 3 H). [M+H] calc'd for C23H25ClN3O3S, 458; found, 458. Solvent: C(C)#N (acetonitrile). The product is O=C1CCC(CC1)N1C(C=CC=C1)=O (1-(4-oxocyclohexyl)pyridin-2(1H)-one). Conditions: time 18 hour. Reactants: O1CCOC12CCC(CC2)N2C(C=CC=C2)=O (1-(1,4-dioxaspiro[4.5]decan-8-yl)pyridin-2(1H)-one), Cl (HCl). Procedure details: 1-(1,4-dioxaspiro[4.5]decan-8-yl)pyridin-2(1H)-one (150 mg, 0.64 mmol) from above step A, was dissolved in acetonitrile, treated with 6N HCl, and stirred at room temperature for 18 h. reaction mixture was concentrated in vacuo, treated with saturated NaHCO3 to pH 6. The solvents were removed under vacuum and the residue treated with saturated NaCl (2 mL) and extracted with 4:1 EtOAc/iPrOH (×4). The organic fractions were combined, filtered and evaporated to give the title compound. As a reaction SMILES: O1[C:5]2([CH2:10][CH2:9][CH:8]([N:11]3[CH:16]=[CH:15][CH:14]=[CH:13][C:12]3=[O:17])[CH2:7][CH2:6]2)[O:4]CC1.Cl>C(#N)C>[O:4]=[C:5]1[CH2:10][CH2:9][CH:8]([N:11]2[CH:16]=[CH:15][CH:14]=[CH:13][C:12]2=[O:17])[CH2:7][CH2:6]1.